This data is from the Open Reaction Database (ORD), a public repository of structured organic reaction records. The task is: describe an organic reaction: reactants, conditions, products, and yield Reactants: BrCC1CO1, O=C([O-])[O-], CCCc1c(OCC(=O)OC)ccc(C(C)=O)c1O, CC(C)=O, CN(C)C=O, [I-], [K+], [K+], [K+]. The product is CCCc1c(OCC(=O)OC)ccc(C(C)=O)c1OCC1CO1. Reaction SMILES: [Br:20][CH2:21][CH:22]1[CH2:23][O:24]1.[C:27](=[O:28])([O-:29])[O-:30].[CH3:1][O:2][C:3]([CH2:4][O:5][c:6]1[c:7]([CH2:16][CH2:17][CH3:18])[c:8]([OH:15])[c:9]([C:12]([CH3:13])=[O:14])[cH:10][cH:11]1)=[O:19].[CH3:33][C:34](=[O:35])[CH3:36].[CH3:37][N:38]([CH3:39])[CH:40]=[O:41].[I-:26].[K+:25].[K+:31].[K+:32]>>[CH3:1][O:2][C:3]([CH2:4][O:5][c:6]1[c:7]([CH2:16][CH2:17][CH3:18])[c:8]([O:15][CH2:21][CH:22]2[CH2:23][O:24]2)[c:9]([C:12]([CH3:13])=[O:14])[cH:10][cH:11]1)=[O:19]. The reactants are O=C1CCC(=O)N1Br, Cc1nc(N)cc(NNCc2cncc(Br)c2)n1, ClC(Cl)(Cl)Cl. Yields the product Cc1nc(N)c(Br)c(NNCc2cncc(Br)c2)n1. RXN SMILES: [Br:19][N:20]1[C:21](=[O:22])[CH2:23][CH2:24][C:25]1=[O:26].[Br:1][c:2]1[cH:3][c:4]([CH2:8][NH:9][NH:10][c:11]2[n:12][c:13]([CH3:18])[n:14][c:15]([NH2:17])[cH:16]2)[cH:5][n:6][cH:7]1.[C:27]([Cl:28])([Cl:29])([Cl:30])[Cl:31]>>[Br:1][c:2]1[cH:3][c:4]([CH2:8][NH:9][NH:10][c:11]2[n:12][c:13]([CH3:18])[n:14][c:15]([NH2:17])[c:16]2[Br:19])[cH:5][n:6][cH:7]1. Reactants: FC(C1=C(C(=N)N)C=CC=C1)(F)F (2-trifluoromethylbenzamidine), [O-]CC.[Na+] (sodium ethoxide), COC(CC(C(C)(C)C)=O)=O (4,4-dimethyl-3-oxo-pentanoic acid methyl ester). Run in C(C)O (ethanol). The product is C(C)(C)(C)C1=CC(NC(=N1)C1=C(C=CC=C1)C(F)(F)F)=O (6-tert-Butyl-2-(2-trifluoromethyl-phenyl)-3H-pyrimidin-4-one). Yield: 32.4%. Reaction SMILES: [F:1][C:2]([F:13])([F:12])[C:3]1[CH:11]=[CH:10][CH:9]=[CH:8][C:4]=1[C:5]([NH2:7])=[NH:6].[O-]CC.[Na+].C[O:19][C:20](=O)[CH2:21][C:22](=O)[C:23]([CH3:26])([CH3:25])[CH3:24]>C(O)C>[C:23]([C:22]1[N:7]=[C:5]([C:4]2[CH:8]=[CH:9][CH:10]=[CH:11][C:3]=2[C:2]([F:12])([F:13])[F:1])[NH:6][C:20](=[O:19])[CH:21]=1)([CH3:26])([CH3:25])[CH3:24] |f:1.2|. Procedure: A mixture of 2-trifluoromethylbenzamidine (1.12 g, 5 mmol), sodium ethoxide (1.02 g, 15 mmol) and 4,4-dimethyl-3-oxo-pentanoic acid methyl ester (0.80 mL, 5 mmol) in ethanol (50 mL) and was heated at reflux for 16 hours. The reaction was cooled, concentrated, diluted with water and acidified with 2 N hydrochloric acid. This solution was extracted with ethyl acetate, dried over sodium sulfate and concentrated. Purification by flash chromatography [SiO2, methanol:dichloromethane (2:98)] provided t... The reactants are BrCC(=O)C1=CC=C(C=C1)CCNS(=O)(=O)C1=CC=C(C=C1)C (N-(2-[4-bromoacetylphenyl]ethyl)-4-methylphenylsulphonamide), N1=CC=C(C=C1)N1CCNCC1 (1-(4-pyridyl)piperazine). The solvent is C(C)#N (acetonitrile), C(C)#N (acetonitrile). Conditions: time 18 hour. Product: N1=CC=C(C=C1)N1CCN(CC1)CC(=O)C1=CC=C(C=C1)CCNS(=O)(=O)C1=CC=C(C=C1)C (N-[2-[4-[2-[4-(4-pyridyl)piperazin-1-yl]acetyl]phenyl]ethyl]4-methylphenylsulphonamide). RXN SMILES: Br[CH2:2][C:3]([C:5]1[CH:10]=[CH:9][C:8]([CH2:11][CH2:12][NH:13][S:14]([C:17]2[CH:22]=[CH:21][C:20]([CH3:23])=[CH:19][CH:18]=2)(=[O:16])=[O:15])=[CH:7][CH:6]=1)=[O:4].[N:24]1[CH:29]=[CH:28][C:27]([N:30]2[CH2:35][CH2:34][NH:33][CH2:32][CH2:31]2)=[CH:26][CH:25]=1>C(#N)C>[N:24]1[CH:29]=[CH:28][C:27]([N:30]2[CH2:31][CH2:32][N:33]([CH2:2][C:3]([C:5]3[CH:10]=[CH:9][C:8]([CH2:11][CH2:12][NH:13][S:14]([C:17]4[CH:22]=[CH:21][C:20]([CH3:23])=[CH:19][CH:18]=4)(=[O:16])=[O:15])=[CH:7][CH:6]=3)=[O:4])[CH2:34][CH2:35]2)=[CH:26][CH:25]=1. Procedure details: A solution of N-(2-[4-bromoacetylphenyl]ethyl)-4-methylphenylsulphonamide (485 mg) in acetonitrile (10 ml) was added to a stirred solution of 1-(4-pyridyl)piperazine (400 mg) in acetonitrile (10 ml) and the mixture was stirred for 18 hours. The solvent was evaporated in vacuo and the residue purified by flash chromatography on silica, eluting with 10% v/v methanol/dichloromethane. On evaporation of the eluant fraction crystallisation occured. These crystals on filtration and washing with dichlor... Starting materials: CC#N, Fc1ccc(Oc2cccc(NCc3cccc(OC(F)(F)C(F)F)c3)c2)cc1, FC(F)(F)C1CO1, O=S(=O)([O-])C(F)(F)F, O=S(=O)([O-])C(F)(F)F, O=S(=O)([O-])C(F)(F)F, [Yb+3]. Product: OC(CN(Cc1cccc(OC(F)(F)C(F)F)c1)c1cccc(Oc2ccc(F)cc2)c1)C(F)(F)F. RXN SMILES: [CH3:62][C:63]#[N:64].[F:1][c:2]1[cH:3][cH:4][c:5]([O:6][c:7]2[cH:8][c:9]([NH:13][CH2:14][c:15]3[cH:16][c:17]([O:21][C:22]([CH:23]([F:24])[F:25])([F:26])[F:27])[cH:18][cH:19][cH:20]3)[cH:10][cH:11][cH:12]2)[cH:28][cH:29]1.[F:30][C:31]([CH:32]1[CH2:33][O:34]1)([F:35])[F:36].[F:37][C:38]([F:39])([F:40])[S:41]([O-:42])(=[O:43])=[O:44].[F:46][C:47]([F:48])([F:49])[S:50]([O-:51])(=[O:52])=[O:53].[F:54][C:55]([F:56])([F:57])[S:58]([O-:59])(=[O:60])=[O:61].[Yb+3:45]>>[F:1][c:2]1[cH:3][cH:4][c:5]([O:6][c:7]2[cH:8][c:9]([N:13]([CH2:14][c:15]3[cH:16][c:17]([O:21][C:22]([CH:23]([F:24])[F:25])([F:26])[F:27])[cH:18][cH:19][cH:20]3)[CH2:33][CH:32]([C:31]([F:30])([F:35])[F:36])[OH:34])[cH:10][cH:11][cH:12]2)[cH:28][cH:29]1. The reactants are NC1=NC2=CC=C(C=C2C(=C1C#N)Cl)N1CCN(CC1)CC1=CC=CC=C1 (2-amino-3-cyano-4-chloro-6-(4-benzylpiperazin-1-yl)quinoline), C(C1=CC=CC=C1)N (benzylamine). The solvent is O (water). The product is NC1=NC2=CC=C(C=C2C(=C1C#N)N=CC1=CC=CC=C1)N1CCN(CC1)CC1=CC=CC=C1 (2-Amino-3-cyano-4-benzalamino-6-(4-benzylpiperazin-1-yl)quinoline). RXN SMILES: [NH2:1][C:2]1[C:11]([C:12]#[N:13])=[C:10](Cl)[C:9]2[C:4](=[CH:5][CH:6]=[C:7]([N:15]3[CH2:20][CH2:19][N:18]([CH2:21][C:22]4[CH:27]=[CH:26][CH:25]=[CH:24][CH:23]=4)[CH2:17][CH2:16]3)[CH:8]=2)[N:3]=1.[CH2:28]([NH2:35])[C:29]1[CH:34]=[CH:33][CH:32]=[CH:31][CH:30]=1>O>[NH2:1][C:2]1[C:11]([C:12]#[N:13])=[C:10]([N:35]=[CH:28][C:29]2[CH:34]=[CH:33][CH:32]=[CH:31][CH:30]=2)[C:9]2[C:4](=[CH:5][CH:6]=[C:7]([N:15]3[CH2:20][CH2:19][N:18]([CH2:21][C:22]4[CH:27]=[CH:26][CH:25]=[CH:24][CH:23]=4)[CH2:17][CH2:16]3)[CH:8]=2)[N:3]=1. Procedure details: 14 g of 2-amino-3-cyano-4-chloro-6-(4-benzylpiperazin-1-yl)quinoline and 28 mL of benzylamine are stirred at 125° C. for 4 hours. The reaction mixture is poured onto 100 mL of water. The precipitated material is filtered off, washed with 2×50 mL of water. After drying 8 g of the title compound is obtained, m.p.: 202° C. Starting materials: C(#N)C=1C(=C2C=CN(C2=CC1)C(C(=O)O)C)C(F)(F)F (2-[5-cyano-4-(trifluoromethyl)-1H-indol-1-yl]propanoic acid), FC1=CC=C(C=C1)C(NO)=N (4-fluoro-N-hydroxybenzenecarboximidamide). The solvent is CC#N (CH3CN). Conditions: time 5 minute. The product is FC1=CC=C(C=C1)C1=NOC(=N1)C(C)N1C=CC2=C(C(=CC=C12)C#N)C(F)(F)F (1-{1-[3-(4-Fluorophenyl)-1,2,4-oxadiazol-5-yl]ethyl}-4-(trifluoromethyl)-1H-indole-5-carbonitrile). The yield is 7.7%. RXN SMILES: [C:1]([C:3]1[C:4]([C:17]([F:20])([F:19])[F:18])=[C:5]2[C:9](=[CH:10][CH:11]=1)[N:8]([CH:12]([CH3:16])[C:13]([OH:15])=O)[CH:7]=[CH:6]2)#[N:2].[F:21][C:22]1[CH:27]=[CH:26][C:25]([C:28](=[NH:31])[NH:29]O)=[CH:24][CH:23]=1>CC#N>[F:21][C:22]1[CH:27]=[CH:26][C:25]([C:28]2[N:31]=[C:13]([CH:12]([N:8]3[C:9]4[C:5](=[C:4]([C:17]([F:20])([F:19])[F:18])[C:3]([C:1]#[N:2])=[CH:11][CH:10]=4)[CH:6]=[CH:7]3)[CH3:16])[O:15][N:29]=2)=[CH:24][CH:23]=1. Procedure: To 2-[5-cyano-4-(trifluoromethyl)-1H-indol-1-yl]propanoic acid (0.06 g, 0.212 mmol) in CH3CN (3 mL) was added CDl (0.034 g, 0.212 mmol). After 5 min, 4-fluoro-N-hydroxybenzenecarboximidamide (0.033 g, 0.212 mmol) was added. The resulting mixture was stirred at rt and then heated to 150° C. in a microwave for 20 min. Concentration was followed by column chromatography (EtOAc/hexanes) to obtain the desired product (0.0065 g, 8% yield): MS (APCl) m/z 401 (M+1). Reactants: F[B-](F)(F)F, Cn1cc(NC(=O)Nc2ccc(OC(F)(F)F)cc2)cc1C(=O)O, CN(C)c1ccncc1, CN(C)C=O, CN(C)C(On1nnc2ccccc21)=[N+](C)C, c1ccc(N2CCNCC2)nc1. Yields the product Cn1cc(NC(=O)Nc2ccc(OC(F)(F)F)cc2)cc1C(=O)N1CCN(c2ccccn2)CC1. As a reaction SMILES: [B-:25]([F:26])([F:27])([F:28])[F:29].[CH3:1][n:2]1[c:3]([C:22](=[O:23])[OH:24])[cH:4][c:5]([NH:7][C:8](=[O:9])[NH:10][c:11]2[cH:12][cH:13][c:14]([O:17][C:18]([F:19])([F:20])[F:21])[cH:15][cH:16]2)[cH:6]1.[CH3:64][N:65]([CH3:66])[c:67]1[cH:68][cH:69][n:70][cH:71][cH:72]1.[O:59]=[CH:60][N:61]([CH3:62])[CH3:63].[n:30]1([O:31][C:32]([N:33]([CH3:34])[CH3:35])=[N+:36]([CH3:37])[CH3:38])[c:39]2[cH:40][cH:41][cH:42][cH:43][c:44]2[n:45][n:46]1.[n:47]1[c:48]([N:53]2[CH2:54][CH2:55][NH:56][CH2:57][CH2:58]2)[cH:49][cH:50][cH:51][cH:52]1>>[CH3:1][n:2]1[c:3]([C:22](=[O:23])[N:56]2[CH2:55][CH2:54][N:53]([c:48]3[n:47][cH:52][cH:51][cH:50][cH:49]3)[CH2:58][CH2:57]2)[cH:4][c:5]([NH:7][C:8](=[O:9])[NH:10][c:11]2[cH:12][cH:13][c:14]([O:17][C:18]([F:19])([F:20])[F:21])[cH:15][cH:16]2)[cH:6]1.